This data is from the Open Reaction Database (ORD), a public repository of structured organic reaction records. The task is: describe an organic reaction: reactants, conditions, products, and yield The reactants are [Si](C)(C)(C(C)(C)C)OCCOC1=CC=C(CC(C(=O)OCC)CC=C)C=C1 (ethyl 2-[4-(2-{[tert-butyl(dimethyl)silyl]oxy}ethoxy)benzyl]pent-4-enoate), [F-].C(CCC)[N+](CCCC)(CCCC)CCCC (tetrabutylammonium fluoride). Run in C1CCOC1 (THF). Run at time 2 hour. Yields the product OCCOC1=CC=C(CC(C(=O)OCC)CC=C)C=C1 (Ethyl 2-[4-(2-hydroxyethoxy)benzyl]pent-4-enoate). RXN SMILES: [Si]([O:8][CH2:9][CH2:10][O:11][C:12]1[CH:27]=[CH:26][C:15]([CH2:16][CH:17]([CH2:23][CH:24]=[CH2:25])[C:18]([O:20][CH2:21][CH3:22])=[O:19])=[CH:14][CH:13]=1)(C(C)(C)C)(C)C.[F-].C([N+](CCCC)(CCCC)CCCC)CCC>C1COCC1>[OH:8][CH2:9][CH2:10][O:11][C:12]1[CH:27]=[CH:26][C:15]([CH2:16][CH:17]([CH2:23][CH:24]=[CH2:25])[C:18]([O:20][CH2:21][CH3:22])=[O:19])=[CH:14][CH:13]=1 |f:1.2|. Procedure: To a solution of ethyl 2-[4-(2-{[tert-butyl(dimethyl)silyl]oxy}ethoxy)benzyl]pent-4-enoate from the previous step (1 eq.) in THF (0.2 M) was added tetrabutylammonium fluoride (1.0 M THF solution, 2 eq.). The resulting reaction mixture was stirred at RT for 2 h. After quenching the reaction with sat. aq. NH4Cl, the mixture was extracted with ether. The combined organic extracts were washed with water and brine, dried over MgSO4, filtered and the filtrate concentrated in vacuo. Purification of the... Reactants: quartz, CC1(/C(/C(C(C(=C1)C)(C)C)=C)=C(/C=C)\O[Si](C)(C)C)C ((E)-(1-(2,2,4,5,5-pentamethyl-6-methylenecyclohex-3-enylidene)allyloxy)trimethylsilane), C(C(=O)O)(=O)O (oxalic acid). Run in C1(=CC=CC=C1)C (toluene), C1CCOC1 (THF), O (water). Reaction conditions: temperature 410 celsius, time 1 hour. The product is CC1(C=2CCCC(C2C(C=C1C)(C)C)=O)C (5,5,6,8,8-Pentamethyl-3,4,5,8-tetrahydro-1(2H)-naphthalenone). The yield is 62.0%. Reaction SMILES: [CH3:1][C:2]1([CH3:20])[CH:7]=[C:6]([CH3:8])[C:5]([CH3:10])([CH3:9])[C:4](=[CH2:11])/[C:3]/1=[C:12](/[O:15][Si](C)(C)C)\[CH:13]=[CH2:14].C(O)(=O)C(O)=O>C1(C)C=CC=CC=1.C1COCC1.O>[CH3:9][C:5]1([CH3:10])[C:6]([CH3:8])=[CH:7][C:2]([CH3:20])([CH3:1])[C:3]2[C:12](=[O:15])[CH2:13][CH2:14][CH2:11][C:4]1=2. Procedure details: A solution containing (5a) (2.5 mmol) in toluene (15 ml) was injected over 1 hour through a 20 cm column packed with quartz tubes heated at 410° C. using argon as carrier. The column was washed with 5 ml of pure toluene and the collected mixture was evaporated to dryness. The concentrate was added to a solution of oxalic acid (1.12 mmol) in THF (10 ml) and water (1 ml) and the mixture was stirred at room temperature for 1 hour then quenched with a saturated bicarbonate solution and extracted wit... RXN SMILES: C(OC([NH:8][C@H:9]([C:33]([NH:35][C@H:36]([C:48]([OH:50])=[O:49])[CH2:37][C:38]1[CH:43]=[CH:42][C:41]([S:44]([OH:47])(=[O:46])=[O:45])=[CH:40][CH:39]=1)=[O:34])[C:10]([S:13][C:14]([C:27]1[CH:32]=[CH:31][CH:30]=[CH:29][CH:28]=1)([C:21]1[CH:26]=[CH:25][CH:24]=[CH:23][CH:22]=1)[C:15]1[CH:20]=[CH:19][CH:18]=[CH:17][CH:16]=1)([CH3:12])[CH3:11])=O)(C)(C)C.C([N+](CCCC)(CCCC)CCCC)CCC.N1C(C)=CC=CC=1C.FC(F)(F)S([O-])(=O)=O>ClCCl>[C:14]([S:13][C:10]([CH3:12])([CH3:11])[C@@H:9]([C:33]([NH:35][C@H:36]([C:48]([OH:50])=[O:49])[CH2:37][C:38]1[CH:39]=[CH:40][C:41]([S:44]([OH:47])(=[O:45])=[O:46])=[CH:42][CH:43]=1)=[O:34])[NH2:8])([C:27]1[CH:28]=[CH:29][CH:30]=[CH:31][CH:32]=1)([C:15]1[CH:20]=[CH:19][CH:18]=[CH:17][CH:16]=1)[C:21]1[CH:22]=[CH:23][CH:24]=[CH:25][CH:26]=1 |f:0.1|. Product: C(C1=CC=CC=C1)(C1=CC=CC=C1)(C1=CC=CC=C1)SC([C@H](N)C(=O)N[C@@H](CC1=CC=C(C=C1)S(=O)(=O)O)C(=O)O)(C)C (S-trityl-L-penicillamyl-p-sulfophenylalanine). Starting materials: C(C)(C)(C)OC(=O)N[C@@H](C(C)(C)SC(C1=CC=CC=C1)(C1=CC=CC=C1)C1=CC=CC=C1)C(=O)N[C@@H](CC1=CC=C(C=C1)S(=O)(=O)O)C(=O)O.C(CCC)[N+](CCCC)(CCCC)CCCC (tetrabutylammonium N-t-butoxycarbonyl-S-trityl-L-penicillamyl-p-sulfophenylalanine), N1=C(C=CC=C1C)C (2,6-lutidine), FC(S(=O)(=O)[O-])(F)F (trifluoromethanesulfonate). Conditions: time 1 hour. Reported procedure: To the solution of tetrabutylammonium N-t-butoxycarbonyl-S-trityl-L-penicillamyl-p-sulfophenylalanine (B-23)(7.5 g) and 2,6-lutidine (3.8 ml) in dichloromethane (100 ml), was added dropwise at 0° C. the solution of trimethylsylyl trifluoromethanesulfonate (5.5 ml), and the mixture was stirred for 1 hour while the temperature was gradually returned to the room temperature. The solvent was evaporated off under reduced pressure and the residue was washed with diethyl ether and acetone, in this orde... Solvent: ClCCl (dichloromethane). The reactants are Brc1ccc(C2OCCO2)s1, [Li]CCCC, CCOC(C)=O, Fc1cccc(CBr)c1, C1CCOC1, O. Yields the product Fc1cccc(Cc2ccc(C3OCCO3)s2)c1. As a reaction SMILES: [Br:6][c:7]1[cH:8][cH:9][c:10]([CH:12]2[O:13][CH2:14][CH2:15][O:16]2)[s:11]1.[CH2:1]([Li:2])[CH2:3][CH2:4][CH3:5].[CH3:32][CH2:33][O:34][C:35](=[O:36])[CH3:37].[F:17][c:18]1[cH:19][c:20]([CH2:21][Br:22])[cH:23][cH:24][cH:25]1.[O:27]1[CH2:28][CH2:29][CH2:30][CH2:31]1.[OH2:26]>>[c:7]1([CH2:21][c:20]2[cH:19][c:18]([F:17])[cH:25][cH:24][cH:23]2)[cH:8][cH:9][c:10]([CH:12]2[O:13][CH2:14][CH2:15][O:16]2)[s:11]1. Procedure details: 4-[(4S,5R)-2-(4-tert-Butyl-2,5-diethoxy-phenyl)-4,5-bis-(4-chloro-phenyl)-4,5-dihydro-imidazole-1-carbonyl]-piperazin-2-one hydrochloride was prepared from (4S,5R)-2-(4-tert-butyl-2,5-diethoxy-phenyl)-4,5-bis-(4-chloro-phenyl)-4,5-dihydro-imidazole-1-carbonyl chloride (example 12f) and 2-piperazinone (Avocado Organics) in an analogous manner as described in example 25. LR-MS: 637.4 [(M+H)+] Product: Cl.C(C)(C)(C)C1=CC(=C(C=C1OCC)C=1N([C@@H]([C@@H](N1)C1=CC=C(C=C1)Cl)C1=CC=C(C=C1)Cl)C(=O)N1CC(NCC1)=O)OCC (4-[(4S,5R)-2-(4-tert-Butyl-2,5-diethoxy-phenyl)-4,5-bis-(4-chloro-phenyl)-4,5-dihydro-imidazole-1-carbonyl]-piperazin-2-one hydrochloride). As a reaction SMILES: [C:1]([C:5]1[C:10]([O:11][CH2:12][CH3:13])=[CH:9][C:8]([C:14]2[N:15]([C:33](Cl)=[O:34])[C@H:16]([C:26]3[CH:31]=[CH:30][C:29]([Cl:32])=[CH:28][CH:27]=3)[C@H:17]([C:19]3[CH:24]=[CH:23][C:22]([Cl:25])=[CH:21][CH:20]=3)[N:18]=2)=[C:7]([O:36][CH2:37][CH3:38])[CH:6]=1)([CH3:4])([CH3:3])[CH3:2].[NH:39]1[CH2:44][CH2:43][NH:42][CH2:41][C:40]1=[O:45]>>[ClH:25].[C:1]([C:5]1[C:10]([O:11][CH2:12][CH3:13])=[CH:9][C:8]([C:14]2[N:15]([C:33]([N:42]3[CH2:43][CH2:44][NH:39][C:40](=[O:45])[CH2:41]3)=[O:34])[C@H:16]([C:26]3[CH:31]=[CH:30][C:29]([Cl:32])=[CH:28][CH:27]=3)[C@H:17]([C:19]3[CH:20]=[CH:21][C:22]([Cl:25])=[CH:23][CH:24]=3)[N:18]=2)=[C:7]([O:36][CH2:37][CH3:38])[CH:6]=1)([CH3:2])([CH3:4])[CH3:3] |f:2.3|. Reactants: C(C)(C)(C)C1=CC(=C(C=C1OCC)C=1N([C@@H]([C@@H](N1)C1=CC=C(C=C1)Cl)C1=CC=C(C=C1)Cl)C(=O)Cl)OCC ((4S,5R)-2-(4-tert-butyl-2,5-diethoxy-phenyl)-4,5-bis-(4-chloro-phenyl)-4,5-dihydro-imidazole-1-carbonyl chloride), N1C(CNCC1)=O (2-piperazinone).